From a dataset of the Open Reaction Database (ORD), a public repository of structured organic reaction records. describe an organic reaction: reactants, conditions, products, and yield The reactants are ClC1=NC2=CC(=CC=C2C(=C1)C1=CC=C(C=C1)F)C (2-chloro-4-(4-fluorophenyl)-7-methylquinoline), BrN1C(CCC1=O)=O (N-bromo-succinimide), CC(C)(C#N)N=NC(C)(C)C#N (AIBN). Run in C(Cl)(Cl)(Cl)Cl (CCl4). Product: BrCC1=CC=C2C(=CC(=NC2=C1)Cl)C1=CC=C(C=C1)F (7-(bromomethyl)-2-chloro-4-(4-fluorophenyl)quinoline). As a reaction SMILES: [Cl:1][C:2]1[CH:11]=[C:10]([C:12]2[CH:17]=[CH:16][C:15]([F:18])=[CH:14][CH:13]=2)[C:9]2[C:4](=[CH:5][C:6]([CH3:19])=[CH:7][CH:8]=2)[N:3]=1.[Br:20]N1C(=O)CCC1=O.CC(N=NC(C#N)(C)C)(C#N)C>C(Cl)(Cl)(Cl)Cl>[Br:20][CH2:19][C:6]1[CH:5]=[C:4]2[C:9]([C:10]([C:12]3[CH:13]=[CH:14][C:15]([F:18])=[CH:16][CH:17]=3)=[CH:11][C:2]([Cl:1])=[N:3]2)=[CH:8][CH:7]=1. Procedure: A solution of 2-chloro-4-(4-fluorophenyl)-7-methylquinoline (2.0 g, 7.4 mmol), N-bromo-succinimide (1.57 g, 8.8 mmol) and AIBN (30 mg, 0.18 mmol) in CCl4 (40 mL) was refluxed for 16 h. The solution was then cooled to rt, filtered and concentrated. Purification on silica gel (eluting with dichloromethane/hexanes, 1:1) gave the title compound. MS (+ESI): 351 (M+H)+. Reaction conditions: time 14 hour. The reactants are CON=C1CCC=2C=CC=NC12 (5,6-Dihydro-[1]pyrindin-7-one O-methyl-oxime). Product: N1=CC=CC=2CCC(C12)N (6,7-Dihydro-5H-[1]pyrindin-7-ylamine). Solvent: C(=O)(C(F)(F)F)O (TFA). Reaction SMILES: CO[N:3]=[C:4]1[C:12]2[N:11]=[CH:10][CH:9]=[CH:8][C:7]=2[CH2:6][CH2:5]1>C(O)(C(F)(F)F)=O.[Pd]>[N:11]1[C:12]2[CH:4]([NH2:3])[CH2:5][CH2:6][C:7]=2[CH:8]=[CH:9][CH:10]=1. The reagents and catalysts are [Pd] (Pd/C). Reported procedure: 5,6-Dihydro-[1]pyrindin-7-one O-methyl-oxime (4.1 g, 25.28 mmol) and Pd/C (150 mg) were mixed in TFA and then resulting reaction mixture was hydrogenated under 50 psi for 14 hours. Filtration via celite and concentration afforded the desired title amine. Spectroscopic data: 1H NMR (300 MHz, CDCl3) δ 1.89-2.02 (m, 1H), 2.46-2.58 (m, 1H), 2.89-3.01 (m, 2H), 4.62-4.73 (m, 1H), 7.30-7.37 (m, 1H), 7.77 (d, J=7.62 Hz, 1H), 8.35-8.50 (m, 3H).